This data is from the Open Reaction Database (ORD), a public repository of structured organic reaction records. The task is: describe an organic reaction: reactants, conditions, products, and yield Starting materials: O=C([O-])[O-], [K+], [K+], CN(C)C=O, COc1cc(C(N)=O)c([N+](=O)[O-])cc1O, Cc1ccc(S(=O)(=O)OCCOc2ccncc2)cc1. Product: COc1cc(C(N)=O)c([N+](=O)[O-])cc1OCCOc1ccncc1. As a reaction SMILES: [C:36](=[O:37])([O-:38])[O-:39].[K+:40].[K+:41].[O:42]=[CH:43][N:44]([CH3:45])[CH3:46].[OH:1][c:2]1[cH:3][c:4]([N+:13](=[O:14])[O-:15])[c:5]([C:6](=[O:7])[NH2:8])[cH:9][c:10]1[O:11][CH3:12].[c:16]1([CH3:17])[cH:18][cH:19][c:20]([S:21]([O:22][CH2:26][CH2:27][O:28][c:29]2[cH:30][cH:31][n:32][cH:33][cH:34]2)(=[O:23])=[O:24])[cH:25][cH:35]1>>[O:1]([c:2]1[cH:3][c:4]([N+:13](=[O:14])[O-:15])[c:5]([C:6](=[O:7])[NH2:8])[cH:9][c:10]1[O:11][CH3:12])[CH2:26][CH2:27][O:28][c:29]1[cH:30][cH:31][n:32][cH:33][cH:34]1. Starting materials: CC#N, CCOC(=O)c1c(-c2cccc(Cl)c2)c2cc(C(Cl)c3nc(-c4ccccc4)cs3)ccc2[nH]c1=O, [K+], [K+], O=C([O-])[O-], c1ccc(-c2ncc[nH]2)cc1. The product is CCOC(=O)c1c(-c2cccc(Cl)c2)c2cc(C(c3nc(-c4ccccc4)cs3)n3ccnc3-c3ccccc3)ccc2[nH]c1=O. RXN SMILES: [CH3:54][C:55]#[N:56].[Cl:1][c:2]1[cH:3][c:4](-[c:8]2[c:9]([C:32](=[O:33])[O:34][CH2:35][CH3:36])[c:10](=[O:31])[nH:11][c:12]3[cH:13][cH:14][c:15]([CH:18]([c:19]4[s:20][cH:21][c:22](-[c:24]5[cH:25][cH:26][cH:27][cH:28][cH:29]5)[n:23]4)[Cl:30])[cH:16][c:17]23)[cH:5][cH:6][cH:7]1.[K+:48].[K+:49].[O-:50][C:51]([O-:52])=[O:53].[c:37]1(-[c:43]2[nH:44][cH:45][cH:46][n:47]2)[cH:38][cH:39][cH:40][cH:41][cH:42]1>>[Cl:1][c:2]1[cH:3][c:4](-[c:8]2[c:9]([C:32](=[O:33])[O:34][CH2:35][CH3:36])[c:10](=[O:31])[nH:11][c:12]3[cH:13][cH:14][c:15]([CH:18]([c:19]4[s:20][cH:21][c:22](-[c:24]5[cH:25][cH:26][cH:27][cH:28][cH:29]5)[n:23]4)[n:44]4[c:43](-[c:37]5[cH:38][cH:39][cH:40][cH:41][cH:42]5)[n:47][cH:46][cH:45]4)[cH:16][c:17]23)[cH:5][cH:6][cH:7]1. Starting materials: [BH4-], COc1ccc(C=O)cc1Br, C1CCOC1, CC(C)=O, CO, [Na+]. The product is COc1ccc(CO)cc1Br. As a reaction SMILES: [BH4-:12].[Br:1][c:2]1[cH:3][c:4]([CH:5]=[O:6])[cH:7][cH:8][c:9]1[O:10][CH3:11].[CH2:20]1[O:21][CH2:22][CH2:23][CH2:24]1.[CH3:14][C:15](=[O:16])[CH3:17].[CH3:18][OH:19].[Na+:13]>>[Br:1][c:2]1[cH:3][c:4]([CH2:5][OH:6])[cH:7][cH:8][c:9]1[O:10][CH3:11]. The reactants are CCOC(=O)C=CC(C)(C)c1ccc(F)cc1, CO, [H][H], O=[Pt]=O. Product: CCOC(=O)CCC(C)(C)c1ccc(F)cc1. RXN SMILES: [CH2:1]([CH3:2])[O:3][C:4]([CH:5]=[CH:6][C:7]([CH3:8])([CH3:9])[c:10]1[cH:11][cH:12][c:13]([F:16])[cH:14][cH:15]1)=[O:17].[CH3:20][OH:21].[H:18][H:19].[Pt:22](=[O:23])=[O:24]>>[CH2:1]([CH3:2])[O:3][C:4]([CH2:5][CH2:6][C:7]([CH3:8])([CH3:9])[c:10]1[cH:11][cH:12][c:13]([F:16])[cH:14][cH:15]1)=[O:17]. Reactants: [OH-].[Na+] (sodium hydroxide), Cl (hydrochloric acid), ClC1=CC=C(N=N1)C#CC1=CC=CC=C1 (6-chloro-3-(2-phenylethynyl)pyridazine), [I-].N[N+]1=CC=CC=C1 (N-aminopyridinium iodide). The reagents and catalysts are [Cl-].C(C1=CC=CC=C1)[N+](C)(C)C (benzyltrimethylammonium chloride). Run in ClCCl (dichloromethane), O (water), ClCCl (dichloromethane), O (water). Reaction conditions: time 8 hour. Product: ClC=1N=NC(=CC1)C=1C(=NN2C1C=CC=C2)C2=CC=CC=C2 (3-(3-chloropyridazin-6-yl)-2-phenylpyrazolo[1,5-a]pyridine). RXN SMILES: [Cl:1][C:2]1[N:7]=[N:6][C:5]([C:8]#[C:9][C:10]2[CH:15]=[CH:14][CH:13]=[CH:12][CH:11]=2)=[CH:4][CH:3]=1.[I-].[NH2:17][N+:18]1[CH:23]=[CH:22][CH:21]=[CH:20][CH:19]=1.[OH-].[Na+].Cl>[Cl-].C([N+](C)(C)C)C1C=CC=CC=1.O.ClCCl>[Cl:1][C:2]1[N:7]=[N:6][C:5]([C:8]2[C:9]([C:10]3[CH:11]=[CH:12][CH:13]=[CH:14][CH:15]=3)=[N:17][N:18]3[CH:23]=[CH:22][CH:21]=[CH:20][C:19]=23)=[CH:4][CH:3]=1 |f:1.2,3.4,6.7|. Reported procedure: To a two-phase mixture of 6-chloro-3-(2-phenylethynyl)pyridazine (2.3 g), N-aminopyridinium iodide (90% purity; 5.3 g), benzyltrimethylammonium chloride (0.2.0 g), dichloromethane (23 ml), and water (23 ml) was added sodium hydroxide (3.4 g) in one portion. After stirring at ambient temperature overnight, the reaction mixture was treated with concentrated hydrochloric acid followed by dilution with dichloromethane and water. The organic layer was separated, and the aqueous layer was extracted on... The reactants are C(C)(C)NC(NC=1C=C(C(=O)O)C=CN1)=O (2-(3-Isopropyl-ureido)-isonicotinic acid), NC=1C=C(C(=O)OCC)C=CN1 (ethyl 2-aminoisonicotinate), NC1=CC=C(C(=O)OC)C=C1 (methyl 4-aminobenzoate). Product: C(C)(C)NC(NC1=CC=C(C(=O)O)C=C1)=O (4-(3-Isopropyl-ureido)-benzoic acid). Reaction SMILES: [CH:1]([NH:4][C:5](=[O:16])[NH:6][C:7]1C=C(C=CN=1)C(O)=O)([CH3:3])[CH3:2].N[C:18]1[CH:19]=[C:20]([CH:26]=[CH:27]N=1)[C:21]([O:23]CC)=[O:22].NC1C=CC(C(OC)=O)=CC=1>>[CH:1]([NH:4][C:5](=[O:16])[NH:6][C:7]1[CH:18]=[CH:19][C:20]([C:21]([OH:23])=[O:22])=[CH:26][CH:27]=1)([CH3:3])[CH3:2]. Procedure details: This compound is prepared analogously to Intermediate Y by replacing ethyl 2-aminoisonicotinate in step 1 with methyl 4-aminobenzoate; [M+H]+ 237. The reactants are C12(CC3CC(CC(C1)C3)C2)N(C=2C(=CC=CC2)N)C (N-adamantan-1-yl-N-methylbenzene-1,2-diamine), CI (Methyl iodide), intermediate 11, C([O-])([O-])=O.[K+].[K+] (potassium carbonate), O (water). Solvent: CN(C)C=O (DMF). Conditions: time 4.5 hour. The product is C12(CC3CC(CC(C1)C3)C2)NC=2C(=CC=CC2)NC (N-Adamantan-1-yl-N'-methyl-benzene1,2-diamine). Reaction SMILES: [CH3:1]I.C(=O)([O-])[O-].[K+].[K+].O.[C:10]12([N:20](C)[C:21]3[C:22]([NH2:27])=[CH:23][CH:24]=[CH:25][CH:26]=3)[CH2:19][CH:14]3[CH2:15][CH:16]([CH2:18][CH:12]([CH2:13]3)[CH2:11]1)[CH2:17]2>CN(C=O)C>[C:10]12([NH:20][C:21]3[C:22]([NH:27][CH3:1])=[CH:23][CH:24]=[CH:25][CH:26]=3)[CH2:17][CH:16]3[CH2:18][CH:12]([CH2:13][CH:14]([CH2:15]3)[CH2:19]1)[CH2:11]2 |f:1.2.3|. Procedure: Methyl iodide (0.564 ml) was added to a mixture of intermediate 11 (2 g) and potassium carbonate (1.75 g) in dry DMF (8 ml) at 23° under nitrogen. After 4.5 h, the mixture was poured into water (100 ml) and extracted with EA (2×100 ml). The combined extracts were washed with water and saturated brine then dried and evaporated. The residue was chromatographed with hexane- EA (8:1 to 6:1 to 4:1) as eluent to give a 70:30 mixture of the title compound with N-adamantan-1-yl-N-methylbenzene-1,2-diami... The reactants are [OH-].[K+] (Potassium hydroxide), C(C)(=O)SCCC(=O)N1N=C(SCC1C(=O)OCC1=CC=CC=C1)C1CCCCC1 (Benzyl 4-(3-acetylthio-1-oxopropyl)-2-cyclohexyl-5,6-dihydro-4H-1,3,4-thiadiazine-5-carboxylate), C(C)(=O)O (Acetic acid). Run in CO (methanol), CO (methanol), O (water). Reaction conditions: time 2 hour. Yields the product C1(CCCCC1)C=1SCC(N(N1)C(CCS)=O)C(=O)O (2-Cyclohexyl-5,6-dihydro-4-(3-mercapto-1-oxopropyl)-4H-1,3,4-thiadiazine-5-carboxylic acid). The yield is 39.1%. As a reaction SMILES: [OH-].[K+].C([S:6][CH2:7][CH2:8][C:9]([N:11]1[CH:16]([C:17]([O:19]CC2C=CC=CC=2)=[O:18])[CH2:15][S:14][C:13]([CH:27]2[CH2:32][CH2:31][CH2:30][CH2:29][CH2:28]2)=[N:12]1)=[O:10])(=O)C.C(O)(=O)C>CO.O>[CH:27]1([C:13]2[S:14][CH2:15][CH:16]([C:17]([OH:19])=[O:18])[N:11]([C:9](=[O:10])[CH2:8][CH2:7][SH:6])[N:12]=2)[CH2:28][CH2:29][CH2:30][CH2:31][CH2:32]1 |f:0.1|. Procedure details: 1M Potassium hydroxide solution in methanol (5.83 ml) was added to a solution of the product of step (b) (0.87 g) in methanol (10 ml) and water (5 ml). The mixture was stirred under an atmosphere of nitrogen for 2 hours. Acetic acid was added and the solvent evaporated under reduced pressure. The mixture was purified by flash chromatography using 1% acetic acid/ethyl acetate as eluent to yield the title compound (0.24 g) as a white solid. mp 95°-97°.